From a dataset of the Open Reaction Database (ORD), a public repository of structured organic reaction records. describe an organic reaction: reactants, conditions, products, and yield Starting materials: N1=CC=C(C=C1)C=1SC(=C(C1C=O)C)C1=CC=NC=C1 (2,5-di(4-pyridyl)-4-methylthiophene-3-carbaldehyde), Cl.NO (hydroxylamine hydrochloride), N1=CC=CC=C1 (pyridine). Solvent: CO (MeOH). Yields the product Cl.Cl.N1=CC=C(C=C1)C=1SC(=C(C1C=NO)C)C1=CC=NC=C1 (2,5-Di(4-pyridyl)-4-methylthiophene-3-carbaldehyde oxime dihydrochloride). The yield is 42.5%. Reaction SMILES: [N:1]1[CH:6]=[CH:5][C:4]([C:7]2[S:8][C:9]([C:15]3[CH:20]=[CH:19][N:18]=[CH:17][CH:16]=3)=[C:10]([CH3:14])[C:11]=2[CH:12]=O)=[CH:3][CH:2]=1.[ClH:21].[NH2:22][OH:23].N1C=CC=CC=1>CO>[ClH:21].[ClH:21].[N:1]1[CH:6]=[CH:5][C:4]([C:7]2[S:8][C:9]([C:15]3[CH:20]=[CH:19][N:18]=[CH:17][CH:16]=3)=[C:10]([CH3:14])[C:11]=2[CH:12]=[N:22][OH:23])=[CH:3][CH:2]=1 |f:1.2,5.6.7|. Reported procedure: A mixture of 2,5-di(4-pyridyl)-4-methylthiophene-3-carbaldehyde (0.14 g), hydroxylamine hydrochloride (0.04 g), and pyridine (0.04 mL) in MeOH (3 mL) was heated at reflux temperature for 16 hours. After cooling, the volatiles were removed by evaporation. The resulting residue was dissolved in 10% methanolic HCl (5 mL) and the solution was concentrated in vacuo again . The resulting solid was washed with water (50 mL) and CH2Cl2 (30 mL) to provide the title compound (0.045 g). Reactants: [Cl-].[NH4+] (ammonium chloride), ClC=1C(=C(C=CC1OC=1C=NC=CC1)[N+](=O)[O-])OC=1C=NC=CC1 (3-chloro-2,4-bis(pyridin-3-yloxy)-nitrobenzene). The reagents and catalysts are [Fe] (iron). Solvent: CO (methanol), O (water). The product is ClC=1C(=C(N)C=CC1OC=1C=NC=CC1)OC=1C=NC=CC1 (3-chloro-2,4-bis(pyridin-3-yloxy)aniline). Reaction SMILES: [Cl-].[NH4+].[Cl:3][C:4]1[C:5]([O:20][C:21]2[CH:22]=[N:23][CH:24]=[CH:25][CH:26]=2)=[C:6]([N+:17]([O-])=O)[CH:7]=[CH:8][C:9]=1[O:10][C:11]1[CH:12]=[N:13][CH:14]=[CH:15][CH:16]=1>CO.O.[Fe]>[Cl:3][C:4]1[C:5]([O:20][C:21]2[CH:22]=[N:23][CH:24]=[CH:25][CH:26]=2)=[C:6]([CH:7]=[CH:8][C:9]=1[O:10][C:11]1[CH:12]=[N:13][CH:14]=[CH:15][CH:16]=1)[NH2:17] |f:0.1|. Reported procedure: 963 mg of ammonium chloride and 503 mg of iron powder were added to a suspension of 1.2 g of 3-chloro-2,4-bis(pyridin-3-yloxy)-nitrobenzene in 15 ml of methanol and 7.5 ml of water, and the reaction liquid was heated under reflux for 3 hours. The reaction liquid was filtered, and the solvent was evaporated away under reduced pressure. The residue was diluted with ethyl acetate, washed with water, and dried with anhydrous magnesium sulfate. The solvent was evaporated away under reduced pressure, ... Reactants: FC=1C=CC2=C(C(N(CC=3N2C=NC3C(=O)OCC)C)=O)C1 (ethyl 8-fluoro-5,6-dihydro-5-methyl-6-oxo-4H-imidazo[1,5-a][1,4]benzodiazepine-3-carboxylate), [C-]#N.[K+] (potassium cyanide). The solvent is C(C#C)O (propargyl alcohol). Conditions: time 1 hour. Yields the product FC=1C=CC2=C(C(N(CC=3N2C=NC3C(=O)OCC#C)C)=O)C1 (2-propynyl 8-fluoro-5,6-dihydro-5-methyl-6-oxo-4H-imidazo[1,5-a][1,4]benzodiazepine-3-carboxylate). Reaction SMILES: [F:1][C:2]1[CH:3]=[CH:4][C:5]2[N:11]3[CH:12]=[N:13][C:14]([C:15]([O:17][CH2:18][CH3:19])=[O:16])=[C:10]3[CH2:9][N:8]([CH3:20])[C:7](=[O:21])[C:6]=2[CH:22]=1.[C-:23]#N.[K+]>C(O)C#C>[F:1][C:2]1[CH:3]=[CH:4][C:5]2[N:11]3[CH:12]=[N:13][C:14]([C:15]([O:17][CH2:18][C:19]#[CH:23])=[O:16])=[C:10]3[CH2:9][N:8]([CH3:20])[C:7](=[O:21])[C:6]=2[CH:22]=1 |f:1.2|. Procedure: A mixture of 20.0 g (65.9 mmol) of ethyl 8-fluoro-5,6-dihydro-5-methyl-6-oxo-4H-imidazo[1,5-a][1,4]benzodiazepine-3-carboxylate, 1.0 g (15.4 mmol) of potassium cyanide and 100 ml of propargyl alcohol is stirred at 125° for 20 hours and at 135° for 1 hour, evaporated to dryness in vacuo and the residue is taken up in chloroform. The chloroform solution is washed twice with water, dried over magnesium sulphate and evaporated. The residue is chromatographed on silica gel while eluting with ethyl ac... Starting materials: C[C@H](C1=CC=C(C=C1)O)N ((R)-α-methyl-p-hydroxybenzylamine), O.ON1N=NC2=C1C=CC=C2 (N-hydroxybenzotriazole monohydrate), C1(CCCCC1)N=C=NC1CCCCC1 (dicyclohexylcarbodiimide), C(C1=CC=CC=C1)(=O)N1CS(C[C@H]1C(=O)O)(=O)=O ((4R)-3-benzoyl-1,1-dioxothiazolidine-4-carboxylic acid). Solvent: CN(C=O)C (dimethylformamide). Reaction conditions: temperature 5 celsius, time 30 minute. The product is C(C1=CC=CC=C1)(=O)N1CS(C[C@H]1C(N[C@@H](C1=CC=C(C=C1)O)C)=O)(=O)=O ((4R)-3-Benzoyl-4-[(R)-α-methyl-p-hydroxybenzylcarbamoyl]-1,1-dioxothiazolidine). Isolated yield 72.0%. Reaction SMILES: [CH3:1][C@@H:2]([NH2:10])[C:3]1[CH:8]=[CH:7][C:6]([OH:9])=[CH:5][CH:4]=1.O.ON1C2C=CC=CC=2N=N1.C1(N=C=NC2CCCCC2)CCCCC1.[C:37]([N:45]1[C@H:49]([C:50](O)=[O:51])[CH2:48][S:47](=[O:54])(=[O:53])[CH2:46]1)(=[O:44])[C:38]1[CH:43]=[CH:42][CH:41]=[CH:40][CH:39]=1>CN(C)C=O>[C:37]([N:45]1[C@H:49]([C:50](=[O:51])[NH:10][C@H:2]([CH3:1])[C:3]2[CH:8]=[CH:7][C:6]([OH:9])=[CH:5][CH:4]=2)[CH2:48][S:47](=[O:53])(=[O:54])[CH2:46]1)(=[O:44])[C:38]1[CH:39]=[CH:40][CH:41]=[CH:42][CH:43]=1 |f:1.2|. Reported procedure: 1.00 g (7.29 mmole) of (R)-α-methyl-p-hydroxybenzylamine (prepared as described in Preparation 13), 1.12 g (7.29 mmole) of N-hydroxybenzotriazole monohydrate and 1.51 g (7.29 mmole) of dicyclohexylcarbodiimide were added in that order to a solution of 1.96 g (7.29 mmole) of (4R)-3-benzoyl-1,1-dioxothiazolidine-4-carboxylic acid (prepared as described in Preparation 12) in 100 ml of dimethylformamide cooled at 5° C., and then the mixture was stirred at a temperature between 3° and 6° C. for 30 mi... The reactants are ClC1=CC(=C(C#N)C=C1)O (4-chloro-2-hydroxybenzonitrile), solid, ClCC[C@H](O)C=1SC=CC1 ((S)-α-(2-chloroethyl) thiophenemethanol). Product: ClC1=CC(=C(C#N)C=C1)O[C@H](CCCl)C=1SC=CC1 (4-Chloro-2-[[(1R)-3-chloro-1-(2-thienyl)propyl]oxy]benzonitrile). RXN SMILES: [Cl:1][C:2]1[CH:9]=[CH:8][C:5]([C:6]#[N:7])=[C:4]([OH:10])[CH:3]=1.[Cl:11][CH2:12][CH2:13][C@@H:14]([C:16]1[S:17][CH:18]=[CH:19][CH:20]=1)O>>[Cl:1][C:2]1[CH:9]=[CH:8][C:5]([C:6]#[N:7])=[C:4]([O:10][C@@H:14]([C:16]2[S:17][CH:18]=[CH:19][CH:20]=2)[CH2:13][CH2:12][Cl:11])[CH:3]=1. Procedure: Using 4-chloro-2-hydroxybenzonitrile (303 mg, 1.97 mmol) and (S)-α-(2-chloroethyl) thiophenemethanol (349 mg, 1.97 mmol), and the procedure described in Example 5(a), the title compound was prepared as a white crystalline solid (373 mg, 61%). The reactants are O=C(Oc1ccc(-c2ccc(O)cc2)cc1)c1ccccc1, C1CCOC1, CCCCCCC(C)O, CCOC(=O)N=NC(=O)OCC, O, c1ccc(P(c2ccccc2)c2ccccc2)cc1. Yields the product CCCCCCC(C)Oc1ccc(-c2ccc(OC(=O)c3ccccc3)cc2)cc1. As a reaction SMILES: [C:1]([c:2]1[cH:3][cH:4][cH:5][cH:6][cH:7]1)(=[O:8])[O:9][c:10]1[cH:11][cH:12][c:13](-[c:16]2[cH:17][cH:18][c:19]([OH:22])[cH:20][cH:21]2)[cH:14][cH:15]1.[CH2:63]1[O:64][CH2:65][CH2:66][CH2:67]1.[CH3:42][CH:43]([CH2:44][CH2:45][CH2:46][CH2:47][CH2:48][CH3:49])[OH:50].[O:51]=[C:52]([O:53][CH2:54][CH3:55])[N:56]=[N:57][C:58]([O:59][CH2:60][CH3:61])=[O:62].[OH2:68].[c:23]1([P:24]([c:25]2[cH:26][cH:27][cH:28][cH:29][cH:30]2)[c:31]2[cH:32][cH:33][cH:34][cH:35][cH:36]2)[cH:37][cH:38][cH:39][cH:40][cH:41]1>>[C:1]([c:2]1[cH:3][cH:4][cH:5][cH:6][cH:7]1)(=[O:8])[O:9][c:10]1[cH:11][cH:12][c:13](-[c:16]2[cH:17][cH:18][c:19]([O:22][CH:43]([CH3:42])[CH2:44][CH2:45][CH2:46][CH2:47][CH2:48][CH3:49])[cH:20][cH:21]2)[cH:14][cH:15]1. The reactants are ClC1=CC(=C(COC2=CC(NC=C2)=O)C=C1)F (4-(4-chloro-2-fluorobenzyloxy)pyridin-2(1H)-one), BrC=1C=CC=2C3=C(N(C2C1)C)CCN(CC3)C(=O)OC(C)(C)C (tert-butyl 8-bromo-6-methyl-1,2,4,5-tetrahydroazepino[4,5-b]indole-3(6H)-carboxylate), OC=1C=CC=C2C=CC=NC12 (8-hydroxyquinoline), C(=O)([O-])[O-].[Cs+].[Cs+] (Cs2CO3), Cl (HCl). Reagents/catalysts: [Cu]I (CuI). The solvent is CS(=O)C (DMSO), CCOCC (Et2O), C(Cl)Cl (CH2Cl2). Run at temperature 135 celsius, time 22 hour. The product is Cl.ClC1=CC(=C(COC2=CC(N(C=C2)C=2C=CC=3C4=C(N(C3C2)C)CCNCC4)=O)C=C1)F (4-(4-Chloro-2-fluorobenzyloxy)-1-(6-methyl-1,2,3,4,5,6-hexahydroazepino[4,5-b]indol-8-yl)pyridin-2(1H)-one hydrochloride). Yield: 57.8%. Reaction SMILES: [Cl:1][C:2]1[CH:16]=[CH:15][C:5]([CH2:6][O:7][C:8]2[CH:13]=[CH:12][NH:11][C:10](=[O:14])[CH:9]=2)=[C:4]([F:17])[CH:3]=1.Br[C:19]1[CH:20]=[CH:21][C:22]2[C:23]3[CH2:33][CH2:32][N:31](C(OC(C)(C)C)=O)[CH2:30][CH2:29][C:24]=3[N:25]([CH3:28])[C:26]=2[CH:27]=1.OC1C=CC=C2C=1N=CC=C2.C([O-])([O-])=O.[Cs+].[Cs+].Cl>CS(C)=O.CCOCC.C(Cl)Cl.[Cu]I>[ClH:1].[Cl:1][C:2]1[CH:16]=[CH:15][C:5]([CH2:6][O:7][C:8]2[CH:13]=[CH:12][N:11]([C:19]3[CH:20]=[CH:21][C:22]4[C:23]5[CH2:33][CH2:32][NH:31][CH2:30][CH2:29][C:24]=5[N:25]([CH3:28])[C:26]=4[CH:27]=3)[C:10](=[O:14])[CH:9]=2)=[C:4]([F:17])[CH:3]=1 |f:3.4.5,11.12|. Procedure details: A suspension of 4-(4-chloro-2-fluorobenzyloxy)pyridin-2(1H)-one (87 mg, 0.34 mmol), tert-butyl 8-bromo-6-methyl-1,2,4,5-tetrahydroazepino[4,5-b]indole-3(6H)-carboxylate (143 mg, 0.380 mmol), CuI (78 mg, 0.41 mmol), 8-hydroxyquinoline (10 mg, 0.068 mmol) and Cs2CO3 (124 mg, 0.38 mmol) in DMSO (10 mL) was degassed under reduced pressure for 45 min. The suspension was put under N2 and stirred at 135° C. for 22 h. The suspension was cooled, 9:0.9:0.1 CH2Cl2/MeOH/NH4OH (10 mL) was added, and the resu... Procedure details: In a 500-ml two-necked flask were charged 3.20 g (20.2 mmol) of 2-i-propylindene, 48.6 mg (0.54 mmol) of copper cyanide, and 100 ml of diethyl ether. To the mixture was added at -78° C. 14.0 ml of 1.62 M hexane solution of n-butyllithium (22.7 mmol) and the mixture was stirred at room temperature for 4 hours. Subsequently, 6.57 g (23.6 mmol) of dimethyl(2,7-dimethyl-4-isopropylindenyl)silyl chloride was added at -78° C. and the mixture was stirred at room temperature for 12 hours. After addition... Reactants: [Cl-].[NH4+] (ammonium chloride), C(C)(C)C=1CC2=CC=CC=C2C1 (2-i-propylindene), C[Si](C1C(=CC2=C(C=CC(=C12)C)C(C)C)C)(C)Cl (dimethyl(2,7-dimethyl-4-isopropylindenyl)silyl chloride), C(CCC)[Li] (n-butyllithium). Yields the product C[Si](C1C(=CC2=C(C=CC(=C12)C)C(C)C)C)(C1C(=CC2=CC=CC=C12)C(C)C)C (Dimethyl(2-i-propylindenyl)(2,7-dimethyl-4-i-propylindenyl)silane). Run in C(C)OCC (diethyl ether), CCCCCC (hexane). Yield: 84.7%. Reaction SMILES: [CH:1]([C:4]1[CH2:5][C:6]2[C:11]([CH:12]=1)=[CH:10][CH:9]=[CH:8][CH:7]=2)([CH3:3])[CH3:2].C([Li])CCC.[CH3:18][Si:19](Cl)([CH3:34])[CH:20]1[C:28]2[C:23](=[C:24]([CH:30]([CH3:32])[CH3:31])[CH:25]=[CH:26][C:27]=2[CH3:29])[CH:22]=[C:21]1[CH3:33].[Cl-].[NH4+]>[Cu](C#N)C#N.CCCCCC.C(OCC)C>[CH3:18][Si:19]([CH3:34])([CH:5]1[C:6]2[C:11](=[CH:10][CH:9]=[CH:8][CH:7]=2)[CH:12]=[C:4]1[CH:1]([CH3:3])[CH3:2])[CH:20]1[C:28]2[C:23](=[C:24]([CH:30]([CH3:31])[CH3:32])[CH:25]=[CH:26][C:27]=2[CH3:29])[CH:22]=[C:21]1[CH3:33] |f:3.4|. Conditions: time 12 hour. Reagents/catalysts: [Cu](C#N)C#N (copper cyanide).